From a dataset of the Open Reaction Database (ORD), a public repository of structured organic reaction records. describe an organic reaction: reactants, conditions, products, and yield Starting materials: CCOC(C)=O, CCCCC(CC)COC(=O)Cl, CS(=O)(=O)NC1CCCCC1N1C(=O)c2ccccc2C(C(=O)NOCc2cccc(C(N)=NO)c2)C1c1ccc(Cl)cc1Cl, CN(C)C=O, c1ccncc1. The product is CCCCC(CC)COC(=O)ON=C(N)c1cccc(CONC(=O)C2c3ccccc3C(=O)N(C3CCCCC3NS(C)(=O)=O)C2c2ccc(Cl)cc2Cl)c1. As a reaction SMILES: [CH3:69][CH2:70][O:71][C:72](=[O:73])[CH3:74].[Cl:57][C:58](=[O:59])[O:60][CH2:61][CH:62]([CH2:63][CH2:64][CH2:65][CH3:66])[CH2:67][CH3:68].[NH2:1][C:2]([c:3]1[cH:4][c:5]([CH2:6][O:7][NH:8][C:9](=[O:10])[CH:11]2[CH:12]([c:33]3[c:34]([Cl:40])[cH:35][c:36]([Cl:39])[cH:37][cH:38]3)[N:13]([CH:22]3[CH:23]([NH:28][S:29](=[O:30])(=[O:31])[CH3:32])[CH2:24][CH2:25][CH2:26][CH2:27]3)[C:14](=[O:21])[c:15]3[cH:16][cH:17][cH:18][cH:19][c:20]32)[cH:41][cH:42][cH:43]1)=[N:44][OH:45].[O:46]=[CH:47][N:48]([CH3:49])[CH3:50].[cH:51]1[cH:52][cH:53][n:54][cH:55][cH:56]1>>[NH2:1][C:2]([c:3]1[cH:4][c:5]([CH2:6][O:7][NH:8][C:9](=[O:10])[CH:11]2[CH:12]([c:33]3[c:34]([Cl:40])[cH:35][c:36]([Cl:39])[cH:37][cH:38]3)[N:13]([CH:22]3[CH:23]([NH:28][S:29](=[O:30])(=[O:31])[CH3:32])[CH2:24][CH2:25][CH2:26][CH2:27]3)[C:14](=[O:21])[c:15]3[cH:16][cH:17][cH:18][cH:19][c:20]32)[cH:41][cH:42][cH:43]1)=[N:44][O:45][C:58](=[O:59])[O:60][CH2:61][CH:62]([CH2:63][CH2:64][CH2:65][CH3:66])[CH2:67][CH3:68]. Reaction SMILES: [Br:19][N:20]1[C:21](=[O:22])[CH2:23][CH2:24][C:25]1=[O:26].[CH3:14][N:15]([CH3:16])[CH:17]=[O:18].[CH3:1][O:2][c:3]1[cH:4][c:5]2[cH:6][cH:7][c:8]([OH:13])[cH:9][c:10]2[cH:11][cH:12]1.[OH2:27]>>[CH3:1][O:2][c:3]1[cH:4][c:5]2[cH:6][cH:7][c:8]([OH:13])[c:9]([Br:19])[c:10]2[cH:11][cH:12]1. Yields the product COc1ccc2c(Br)c(O)ccc2c1. Starting materials: O=C1CCC(=O)N1Br, CN(C)C=O, COc1ccc2cc(O)ccc2c1, O. Reactants: COC1C=2C=CC=CC2C2CN(CC21)CCN (8-Methoxy-2-(2-aminoethyl)-1,2,3,3a,8,8a-hexahydroindeno[1,2-c]pyrrole), FC1=CC=C(C(=O)Cl)C=C1 (p-fluorobenzoyl chloride). Procedure details: The product from Example 17 (0.95 g) was dissolved in 50 ml methylene chloride and 1.5 ml triethyl amine. The solution was cooled to -20° C. and 0.59 ml p-fluorobenzoyl chloride was added. After 30 min, the reaction was quenched in 5% NaHCO3 and extracted with ethyl acetate. The organic extracts were dried (Na2SO4), evaporated, and the product was dissolved in ether and treated with ethereal HCl and then evaporated to dryness. The resulting product was recrystallized from ethyl acetate and ether... Reaction conditions: temperature -20 celsius, time 30 minute. Run in C(Cl)Cl (methylene chloride), C(C)N(CC)CC (triethyl amine). Reaction SMILES: [CH3:1][O:2][CH:3]1[CH:14]2[CH:10]([CH2:11][N:12]([CH2:15][CH2:16][NH2:17])[CH2:13]2)[C:9]2[CH:8]=[CH:7][CH:6]=[CH:5][C:4]1=2.[F:18][C:19]1[CH:27]=[CH:26][C:22]([C:23]([Cl:25])=[O:24])=[CH:21][CH:20]=1>C(Cl)Cl.C(N(CC)CC)C>[ClH:25].[CH3:1][O:2][CH:3]1[CH:14]2[CH:10]([CH2:11][N:12]([CH2:15][CH2:16][NH:17][C:23](=[O:24])[C:22]3[CH:26]=[CH:27][C:19]([F:18])=[CH:20][CH:21]=3)[CH2:13]2)[C:9]2[CH:8]=[CH:7][CH:6]=[CH:5][C:4]1=2 |f:4.5|. Yields the product Cl.COC1C=2C=CC=CC2C2CN(CC21)CCNC(C2=CC=C(C=C2)F)=O (8-Methoxy-2-(2-(4-fluorobenzamido)ethyl)-1,2,3,3a,8,8a-hexahydroindeno[1,2-c]pyrrole hydrochloride).